The task is: describe an organic reaction: reactants, conditions, products, and yield. This data is from the Open Reaction Database (ORD), a public repository of structured organic reaction records. The reactants are CCO, CCOC(C)=O, CCOC(=O)c1c(-c2ccc(F)cc2)oc2cc(N(C)S(C)(=O)=O)c(-c3cccc(C(=O)NC(C)(C)c4ccccc4)c3)cc12, [Na+], CN(C)C=O, [OH-]. The product is CN(c1cc2oc(-c3ccc(F)cc3)c(C(=O)O)c2cc1-c1cccc(C(=O)NC(C)(C)c2ccccc2)c1)S(C)(=O)=O. Reaction SMILES: [CH3:53][CH2:54][OH:55].[CH3:56][CH2:57][O:58][C:59]([CH3:60])=[O:61].[F:3][c:4]1[cH:5][cH:6][c:7](-[c:10]2[o:11][c:12]3[c:13]([c:14]2[C:15](=[O:16])[O:17][CH2:18][CH3:19])[cH:20][c:21](-[c:30]2[cH:31][c:32]([C:36]([NH:37][C:38]([CH3:39])([CH3:40])[c:41]4[cH:42][cH:43][cH:44][cH:45][cH:46]4)=[O:47])[cH:33][cH:34][cH:35]2)[c:22]([N:24]([S:25](=[O:26])(=[O:27])[CH3:28])[CH3:29])[cH:23]3)[cH:8][cH:9]1.[Na+:2].[O:48]=[CH:49][N:50]([CH3:51])[CH3:52].[OH-:1]>>[F:3][c:4]1[cH:5][cH:6][c:7](-[c:10]2[o:11][c:12]3[c:13]([c:14]2[C:15](=[O:16])[OH:17])[cH:20][c:21](-[c:30]2[cH:31][c:32]([C:36]([NH:37][C:38]([CH3:39])([CH3:40])[c:41]4[cH:42][cH:43][cH:44][cH:45][cH:46]4)=[O:47])[cH:33][cH:34][cH:35]2)[c:22]([N:24]([S:25](=[O:26])(=[O:27])[CH3:28])[CH3:29])[cH:23]3)[cH:8][cH:9]1.